Dataset: the Open Reaction Database (ORD), a public repository of structured organic reaction records. Task: describe an organic reaction: reactants, conditions, products, and yield The reactants are C(C1=CC=CC=C1)(=O)C=1C(N(C(N(C1CBr)C)=O)C)=O (5-Benzoyl-6-(bromomethyl)-1,3-dimethylpyrimidine-2,4(1H,3H)-dione), NC1=C(C=CC(=C1)[N+](=O)[O-])O (2-amino-4-nitrophenol). Run in CO (methanol). Product: OC1=C(C=C(C=C1)[N+](=O)[O-])N1C=C2N(C(N(C(C2=C1C1=CC=CC=C1)=O)C)=O)C (6-(2-hydroxy-5-nitrophenyl)-1,3-dimethyl-5-phenyl-1Hpyrrolo[3,4-d]pyrimidine-2,4(3H,6H)-dione). The yield is 113.3%. As a reaction SMILES: [C:1]([C:9]1[C:10](=[O:20])[N:11]([CH3:19])[C:12](=[O:18])[N:13]([CH3:17])[C:14]=1[CH2:15]Br)(=O)[C:2]1[CH:7]=[CH:6][CH:5]=[CH:4][CH:3]=1.[NH2:21][C:22]1[CH:27]=[C:26]([N+:28]([O-:30])=[O:29])[CH:25]=[CH:24][C:23]=1[OH:31]>CO>[OH:31][C:23]1[CH:24]=[CH:25][C:26]([N+:28]([O-:30])=[O:29])=[CH:27][C:22]=1[N:21]1[C:1]([C:2]2[CH:7]=[CH:6][CH:5]=[CH:4][CH:3]=2)=[C:9]2[C:14]([N:13]([CH3:17])[C:12](=[O:18])[N:11]([CH3:19])[C:10]2=[O:20])=[CH:15]1. Reported procedure: In a 25 mL round bottom flask was placed 4a (1.00 g, 2.97 mmol) (see Example 2 for synthesis of 4a), 2-amino-4-nitrophenol (921 mg, 5.98 mmol), and methanol (12 mL). The reaction was stirred at reflux for 5 h, then cooled in an ice bath. The precipitate was filtered and rinsed with cold methanol to give 5g (1.32 g, 94%). 1H NMR (600 MHz, DMSO-d6) δ 11.72 (s, 1H), 8.19 (d, J=2.8, 1H), 8.15 (dd, J=2.9, 9.1, 1H), 7.31-7.21 (m, 5H), 7.08 (s, 1H), 7.01 (d, J=9.1, 1H), 3.34 (s, 3H), 3.21 (s, 3H). 13C ... The reactants are CC(CC1=CC(=CC=C1)CC(C)(C)C#N)(C)C#N (1,3-bis(2-methyl-2-cyanopropyl)benzene), reagent, solution, [H-].C(C(C)C)[Al+]CC(C)C (diisobutylaluminum hydride). The solvent is C1(=CC=CC=C1)C (toluene), C1(=CC=CC=C1)C (toluene). The product is CC(CC1=CC(=CC=C1)CC(CN)(C)C)(CN)C (1,3-bis(2,2-dimethyl-3-aminopropyl)benzene). Yield: 45.3%. Reaction SMILES: [CH3:1][C:2]([C:17]#[N:18])([CH3:16])[CH2:3][C:4]1[CH:9]=[CH:8][CH:7]=[C:6]([CH2:10][C:11]([C:14]#[N:15])([CH3:13])[CH3:12])[CH:5]=1.[H-].C([Al+]CC(C)C)C(C)C>C1(C)C=CC=CC=1>[CH3:12][C:11]([CH3:13])([CH2:14][NH2:15])[CH2:10][C:6]1[CH:7]=[CH:8][CH:9]=[C:4]([CH2:3][C:2]([CH3:1])([CH3:16])[CH2:17][NH2:18])[CH:5]=1 |f:1.2|. Procedure: In a 1-liter flask, equipped with a paddle stirrer, a reflux condenser, capped with a nitrogen bubbler, and an addition funnel, was placed 7.50 g of 1,3-bis(2-methyl-2-cyanopropyl)benzene and 250 ml of reagent grade toluene which had been passed through acid alumina under nitrogen directly into the reaction vessel. With stirring at room temperature, 107 ml of a 25% solution of diisobutylaluminum hydride in toluene was added in 1 hr. The mixture was refluxed for 17 hrs 15 min. The mixture was the... Starting materials: C=CCC(NC(=O)COC)C(O)CNC1CC2(CCC2)Oc2c(Br)cc(CC(C)(C)C)cc21, O=C([O-])[O-], CNCCNC, [Cs+], [Cs+], [Cu]I, CN(C)C=O, CN(C)C=O, O, c1c[nH]cn1. RXN SMILES: [Br:1][c:2]1[cH:3][c:4]([CH2:29][C:30]([CH3:31])([CH3:32])[CH3:33])[cH:5][c:6]2[c:11]1[O:10][C:9]1([CH2:8][CH:7]2[NH:15][CH2:16][CH:17]([OH:18])[CH:19]([CH2:20][CH:21]=[CH2:22])[NH:23][C:24]([CH2:25][O:26][CH3:27])=[O:28])[CH2:12][CH2:13][CH2:14]1.[C:34](=[O:35])([O-:36])[O-:37].[CH3:45][NH:46][CH2:47][CH2:48][NH:49][CH3:50].[Cs+:38].[Cs+:39].[Cu:56][I:57].[O:51]=[CH:52][N:53]([CH3:54])[CH3:55].[O:58]=[CH:59][N:60]([CH3:61])[CH3:62].[OH2:63].[nH:40]1[cH:41][n:42][cH:43][cH:44]1>>[c:2]1(-[n:40]2[cH:41][n:42][cH:43][cH:44]2)[cH:3][c:4]([CH2:29][C:30]([CH3:31])([CH3:32])[CH3:33])[cH:5][c:6]2[c:11]1[O:10][C:9]1([CH2:8][CH:7]2[NH:15][CH2:16][CH:17]([OH:18])[CH:19]([CH2:20][CH:21]=[CH2:22])[NH:23][C:24]([CH2:25][O:26][CH3:27])=[O:28])[CH2:12][CH2:13][CH2:14]1. The product is C=CCC(NC(=O)COC)C(O)CNC1CC2(CCC2)Oc2c1cc(CC(C)(C)C)cc2-n1ccnc1. The reactants are [Al+3], C1CCOC1, COC(=O)NC1CN(Cc2ccccc2)CCC1C, [H-], [H-], [H-], [H-], [Li+]. Product: CNC1CN(Cc2ccccc2)CCC1C. As a reaction SMILES: [Al+3:21].[CH2:26]1[O:27][CH2:28][CH2:29][CH2:30]1.[CH3:1][O:2][C:3]([NH:4][CH:5]1[CH2:6][N:7]([CH2:12][c:13]2[cH:14][cH:15][cH:16][cH:17][cH:18]2)[CH2:8][CH2:9][CH:10]1[CH3:11])=[O:19].[H-:20].[H-:23].[H-:24].[H-:25].[Li+:22]>>[CH3:3][NH:4][CH:5]1[CH2:6][N:7]([CH2:12][c:13]2[cH:14][cH:15][cH:16][cH:17][cH:18]2)[CH2:8][CH2:9][CH:10]1[CH3:11]. The reactants are Cc1ccc([N+](=O)[O-])cc1Oc1cccnc1, CO, O=CO. The product is Cc1ccc(N)cc1Oc1cccnc1. Reaction SMILES: [CH3:1][c:2]1[c:3]([O:4][c:5]2[cH:6][n:7][cH:8][cH:9][cH:10]2)[cH:11][c:12]([N+:15]([O-:16])=[O:17])[cH:13][cH:14]1.[CH3:21][OH:22].[CH:18]([OH:19])=[O:20]>>[CH3:1][c:2]1[c:3]([O:4][c:5]2[cH:6][n:7][cH:8][cH:9][cH:10]2)[cH:11][c:12]([NH2:15])[cH:13][cH:14]1.